Dataset: the Open Reaction Database (ORD), a public repository of structured organic reaction records. Task: describe an organic reaction: reactants, conditions, products, and yield Reactants: CN1CCCC1=O, Fc1ccc(-n2ccc3cc(-c4nnn[nH]4)ccc32)cc1, CI. The product is Cn1nnc(-c2ccc3c(ccn3-c3ccc(F)cc3)c2)n1. RXN SMILES: [CH3:24][N:25]1[CH2:26][CH2:27][CH2:28][C:29]1=[O:30].[F:1][c:2]1[cH:3][cH:4][c:5](-[n:8]2[cH:9][cH:10][c:11]3[cH:12][c:13](-[c:17]4[n:18][n:19][n:20][nH:21]4)[cH:14][cH:15][c:16]23)[cH:6][cH:7]1.[I:22][CH3:23]>>[F:1][c:2]1[cH:3][cH:4][c:5](-[n:8]2[cH:9][cH:10][c:11]3[cH:12][c:13](-[c:17]4[n:18][n:19][n:20]([CH3:23])[n:21]4)[cH:14][cH:15][c:16]23)[cH:6][cH:7]1. The reactants are CC(=O)OC(C)=O, CC(=O)O, Fc1ccc(Cn2c(NC3CCN(CCNc4nccs4)CC3)nc3ccccc32)cc1. Product: CC(=O)N(CCN1CCC(Nc2nc3ccccc3n2Cc2ccc(F)cc2)CC1)c1nccs1. As a reaction SMILES: [C:33]([CH3:34])(=[O:35])[O:36][C:37](=[O:38])[CH3:39].[CH3:40][C:41](=[O:42])[OH:43].[F:1][c:2]1[cH:3][cH:4][c:5]([CH2:8][n:9]2[c:10]([NH:18][CH:19]3[CH2:20][CH2:21][N:22]([CH2:25][CH2:26][NH:27][c:28]4[s:29][cH:30][cH:31][n:32]4)[CH2:23][CH2:24]3)[n:11][c:12]3[c:13]2[cH:14][cH:15][cH:16][cH:17]3)[cH:6][cH:7]1>>[F:1][c:2]1[cH:3][cH:4][c:5]([CH2:8][n:9]2[c:10]([NH:18][CH:19]3[CH2:20][CH2:21][N:22]([CH2:25][CH2:26][N:27]([c:28]4[s:29][cH:30][cH:31][n:32]4)[C:33]([CH3:34])=[O:35])[CH2:23][CH2:24]3)[n:11][c:12]3[c:13]2[cH:14][cH:15][cH:16][cH:17]3)[cH:6][cH:7]1. Reactants: C1CCOC1, C[Mg]Cl, COc1ccc(CN2C(=O)SCC2C(=O)N(C)OC)cc1, O, O=C(O)CC(O)(CC(=O)O)C(=O)O. Yields the product COc1ccc(CN2C(=O)SCC2C(C)=O)cc1. Reaction SMILES: [CH2:38]1[O:39][CH2:40][CH2:41][CH2:42]1.[CH3:1][Mg:2][Cl:3].[CH3:4][O:5][N:6]([C:7](=[O:8])[CH:9]1[N:10]([CH2:15][c:16]2[cH:17][cH:18][c:19]([O:22][CH3:23])[cH:20][cH:21]2)[C:11](=[O:14])[S:12][CH2:13]1)[CH3:24].[OH2:43].[OH:25][C:26]([CH2:27][C:28]([C:29](=[O:30])[OH:31])([CH2:32][C:33](=[O:34])[OH:35])[OH:36])=[O:37]>>[C:7](=[O:8])([CH:9]1[N:10]([CH2:15][c:16]2[cH:17][cH:18][c:19]([O:22][CH3:23])[cH:20][cH:21]2)[C:11](=[O:14])[S:12][CH2:13]1)[CH3:26]. The reactants are Cc1ccc(-n2nc(C(C)(C)C)cc2NC(=O)Nc2ccc(OC3CCN(C(=O)OC(C)(C)C)CC3)nc2C)cc1, ClCCl, O=C(O)C(F)(F)F. Yields the product Cc1ccc(-n2nc(C(C)(C)C)cc2NC(=O)Nc2ccc(OC3CCNCC3)nc2C)cc1. As a reaction SMILES: [C:8]([O:9][C:10](=[O:11])[N:15]1[CH2:16][CH2:17][CH:18]([O:21][c:22]2[n:23][c:24]([CH3:48])[c:25]([NH:28][C:29](=[O:30])[NH:31][c:32]3[n:33](-[c:41]4[cH:42][cH:43][c:44]([CH3:47])[cH:45][cH:46]4)[n:34][c:35]([C:37]([CH3:38])([CH3:39])[CH3:40])[cH:36]3)[cH:26][cH:27]2)[CH2:19][CH2:20]1)([CH3:12])([CH3:13])[CH3:14].[Cl:49][CH2:50][Cl:51].[OH:1][C:2]([C:3]([F:4])([F:5])[F:6])=[O:7]>>[NH:15]1[CH2:16][CH2:17][CH:18]([O:21][c:22]2[n:23][c:24]([CH3:48])[c:25]([NH:28][C:29](=[O:30])[NH:31][c:32]3[n:33](-[c:41]4[cH:42][cH:43][c:44]([CH3:47])[cH:45][cH:46]4)[n:34][c:35]([C:37]([CH3:38])([CH3:39])[CH3:40])[cH:36]3)[cH:26][cH:27]2)[CH2:19][CH2:20]1. Starting materials: [Al+3], N#CC(c1ccc(Cl)cc1)C1(O)CCCCC1, [H-], [H-], [H-], [H-], [Li+], [Na+], C1CCOC1, C1CCOC1, [OH-], O, O=S(=O)(O)O. Product: NCC(c1ccc(Cl)cc1)C1(O)CCCCC1. Reaction SMILES: [Al+3:2].[C:12](#[N:13])[CH:14]([C:15]1([OH:21])[CH2:16][CH2:17][CH2:18][CH2:19][CH2:20]1)[c:22]1[cH:23][cH:24][c:25]([Cl:28])[cH:26][cH:27]1.[H-:1].[H-:4].[H-:5].[H-:6].[Li+:3].[Na+:30].[O:31]1[CH2:32][CH2:33][CH2:34][CH2:35]1.[O:37]1[CH2:38][CH2:39][CH2:40][CH2:41]1.[OH-:29].[OH2:36].[S:7](=[O:8])(=[O:9])([OH:10])[OH:11]>>[CH2:12]([NH2:13])[CH:14]([C:15]1([OH:21])[CH2:16][CH2:17][CH2:18][CH2:19][CH2:20]1)[c:22]1[cH:23][cH:24][c:25]([Cl:28])[cH:26][cH:27]1.